The task is: describe an organic reaction: reactants, conditions, products, and yield. This data is from the Open Reaction Database (ORD), a public repository of structured organic reaction records. Starting materials: COC(=O)C1CCOc2cc(Oc3ccc(C(=O)O)cc3)c(C#N)cc21, NC1CCc2ccccc2C1, CCN(C(C)C)C(C)C, O=C(Cl)C(=O)Cl, ClCCl, CN(C)C=O. Product: COC(=O)C1CCOc2cc(Oc3ccc(C(=O)NC4CCc5ccccc5C4)cc3)c(C#N)cc21. Reaction SMILES: [C:1](#[N:2])[c:3]1[cH:4][c:5]2[c:10]([cH:11][c:12]1[O:13][c:14]1[cH:15][cH:16][c:17]([C:18](=[O:19])[OH:20])[cH:21][cH:22]1)[O:9][CH2:8][CH2:7][CH:6]2[C:23](=[O:24])[O:25][CH3:26].[CH2:33]1[CH:34]([NH2:43])[CH2:35][CH2:36][c:37]2[cH:38][cH:39][cH:40][cH:41][c:42]21.[CH:44]([N:45]([CH2:46][CH3:47])[CH:48]([CH3:49])[CH3:50])([CH3:51])[CH3:52].[Cl:27][C:28]([C:29]([Cl:30])=[O:31])=[O:32].[Cl:53][CH2:54][Cl:55].[O:56]=[CH:57][N:58]([CH3:59])[CH3:60]>>[C:1](#[N:2])[c:3]1[cH:4][c:5]2[c:10]([cH:11][c:12]1[O:13][c:14]1[cH:15][cH:16][c:17]([C:18](=[O:20])[NH:43][CH:34]3[CH2:33][c:42]4[c:37]([cH:38][cH:39][cH:40][cH:41]4)[CH2:36][CH2:35]3)[cH:21][cH:22]1)[O:9][CH2:8][CH2:7][CH:6]2[C:23](=[O:24])[O:25][CH3:26]. Reactants: COC([C@H](CC1=CN(C2=CC=CC=C12)CC1=CC(=CC(=C1)Cl)Cl)NC(=O)OC(C)(C)C)=O ((S)-2-tert-Butoxycarbonylamino-3-[1-(3,5-dichloro-benzyl)-1H-indol-3-yl]-propionic acid methyl ester), [H-].[K+] (potassium hydride), COC([C@H](CC1=CNC2=CC=CC=C12)NC(=O)OC(C)(C)C)=O ((S)-2-tert-Butoxycarbonylamino-3-(1H-indol-3-yl)-propionic acid methyl ester), ClC=1C=C(CBr)C=C(C1)Cl (3,5-dichlorobenzyl bromide). Run in O1CCCC1 (tetrahydrofuran), O1CCCC1 (tetrahydrofuran). Reaction conditions: temperature -50 celsius, time 30 minute. Yields the product N1C=CC2=CC=CC=C12 (Indole). As a reaction SMILES: COC(=O)[C@@H](NC(OC(C)(C)C)=O)C[C:6]1[C:14]2[C:9](=[CH:10][CH:11]=[CH:12][CH:13]=2)[N:8](CC2C=C(Cl)C=C(Cl)C=2)[CH:7]=1.[H-].[K+].COC(=O)[C@@H](NC(OC(C)(C)C)=O)CC1C2C(=CC=CC=2)NC=1.ClC1C=C(C=C(Cl)C=1)CBr>O1CCCC1>[NH:8]1[C:9]2[C:14](=[CH:13][CH:12]=[CH:11][CH:10]=2)[CH:6]=[CH:7]1 |f:1.2|. Procedure details: (S)-2-tert-Butoxycarbonylamino-3-[1-(3,5-dichloro-benzyl)-1H-indol-3-yl]-propionic acid methyl ester. To a stirring suspension of potassium hydride (0.46 g, 30 wt % in mineral oil, 3.45 mmol) in tetrahydrofuran (4 mL) at −50° C. was added a solution of (S)-2-tert-Butoxycarbonylamino-3-(1H-indol-3-yl)-propionic acid methyl ester (1.0 g, 3.14 mmol) in tetrahydrofuran (6 mL). The solution was stirred for 30 minutes at −50° C., then 3,5-dichlorobenzyl bromide (0.829 g, 3.45 mmol) was added. The reac... Starting materials: NC1=C(C=C(C(=C1)OCCOC)OC)C(=O)C1=C(C=CC=C1)Cl ((2-amino-5-methoxy-4-(2-methoxyethoxy)phenyl)-(2-chlorophenyl)-methanone), [H-].C(C(C)C)[Al+]CC(C)C (diisobutylaluminum hydride), NC=1C(=NN(C1Cl)CC=C)C (4-amino-5-chloro-3-methyl-1-(2-propenyl)-1H-pyrazole), ClC1=C(C=CC=C1)C1=NC=2C(=NC3=C1C=C(C(=C3)OCCOC)OC)N(NC2C)CC=C (5-(2-chlorophenyl)-1,2-dihydro-7-methoxy-8-methoxyethoxy-3-methyl-1-(2-propenyl)-pyrazolo[3,4-b][1,4]benzodiazepine). Product: ClC1=C(C=CC=C1)C1=NC=2C(=NC3=C1C=C(C(=C3)OCCOC)OC)NNC2C (5-(2-chlorophenyl)-1,2-dihydro-7-methoxy-8-methoxyethoxy-3-methyl-pyrazolo[3,4-b][1,4]benzodiazepine). As a reaction SMILES: NC1C=C(OCCOC)C(OC)=CC=1C(C1C=CC=CC=1Cl)=O.NC1C(C)=NN(CC=C)C=1Cl.[Cl:35][C:36]1[CH:41]=[CH:40][CH:39]=[CH:38][C:37]=1[C:42]1[C:48]2[CH:49]=[C:50]([O:58][CH3:59])[C:51]([O:53][CH2:54][CH2:55][O:56][CH3:57])=[CH:52][C:47]=2[N:46]=[C:45]2[N:60](CC=C)[NH:61][C:62]([CH3:63])=[C:44]2[N:43]=1.[H-].C([Al+]CC(C)C)C(C)C>>[Cl:35][C:36]1[CH:41]=[CH:40][CH:39]=[CH:38][C:37]=1[C:42]1[C:48]2[CH:49]=[C:50]([O:58][CH3:59])[C:51]([O:53][CH2:54][CH2:55][O:56][CH3:57])=[CH:52][C:47]=2[N:46]=[C:45]2[NH:60][NH:61][C:62]([CH3:63])=[C:44]2[N:43]=1 |f:3.4|. Reported procedure: 5-(2-chlorophenyl)-1,2-dihydro-7-methoxy-8-methoxyethoxy-3-methyl-pyrazolo[3,4-b][1,4]benzodiazepine (IVgg) was prepared by reacting 0.0023 moles of (2-amino-5-methoxy-4-(2-methoxyethoxy)phenyl)-(2-chlorophenyl)-methanone (Xgg) with 4-amino-5-chloro-3-methyl-1-(2-propenyl)-1H-pyrazole (XIII), and subsequent dealkylation of the intermediate, 5-(2-chlorophenyl)-1,2-dihydro-7-methoxy-8-methoxyethoxy-3-methyl-1-(2-propenyl)-pyrazolo[3,4-b][1,4]benzodiazepine (XIVgg) with diisobutylaluminum hydride i... Reactants: CN(C)CCBr, Br, [H-], O=[N+]([O-])c1cccc(-c2ncc[nH]2)c1, [Na+], CN(C)C=O, O. Yields the product CN(C)CCn1ccnc1-c1cccc([N+](=O)[O-])c1. RXN SMILES: [Br:16][CH2:17][CH2:18][N:19]([CH3:20])[CH3:21].[BrH:15].[H-:23].[N+:1](=[O:2])([O-:3])[c:4]1[cH:5][c:6](-[c:10]2[nH:11][cH:12][cH:13][n:14]2)[cH:7][cH:8][cH:9]1.[Na+:22].[O:25]=[CH:26][N:27]([CH3:28])[CH3:29].[OH2:24]>>[N+:1](=[O:2])([O-:3])[c:4]1[cH:5][c:6](-[c:10]2[n:11][cH:12][cH:13][n:14]2[CH2:17][CH2:18][N:19]([CH3:20])[CH3:21])[cH:7][cH:8][cH:9]1.